This data is from the Open Reaction Database (ORD), a public repository of structured organic reaction records. The task is: describe an organic reaction: reactants, conditions, products, and yield Run at temperature 25 celsius, time 2 hour. Isolated yield 86.9%. Reactants: C(CC(=O)OCC)(=O)OCC (diethyl malonate), acid chloride, ClC1=C(C=C(C=C1)C(C(=O)O)(C)C)F (2-(4-chloro-3-fluorophenyl)-2-methylpropanoic acid), S(=O)(Cl)Cl (thionyl chloride), [Mg+2].[Cl-].[Cl-] (MgCl2), TEA. Yields the product ClC1=C(C=C(C=C1)C(C(=O)C(C(=O)OCC)C(=O)OCC)(C)C)F (diethyl 2-(2-(4-chloro-3-fluorophenyl)-2-methylpropanoyl)malonate). Run in C(C)#N (ACN), C(C)#N (ACN), O (water). Procedure details: A solution of 2-(4-chloro-3-fluorophenyl)-2-methylpropanoic acid (2.05 g, 9.46 mmol) in thionyl chloride (40.0 mL, 548 mmol) in a 500 mL round bottom flask was stirred at 95° C. for 2 hours. The reaction was concentrated in vacuo and azeotroped in toluene (50 mL) to give the crude acid chloride. A solution of diethyl malonate (1.43 mL, 9.46 mmol) in ACN (20 mL) was cooled to 0° C. MgCl2 (0.901 g, 9.46 mmol) and then TEA (2.76 mL, 19.9 mmol) were added, and the mixture was stirred at 25° C. for 2... RXN SMILES: [Cl:1][C:2]1[CH:7]=[CH:6][C:5]([C:8]([CH3:13])([CH3:12])[C:9]([OH:11])=O)=[CH:4][C:3]=1[F:14].S(Cl)(Cl)=O.[C:19]([O:27][CH2:28][CH3:29])(=[O:26])[CH2:20][C:21]([O:23][CH2:24][CH3:25])=[O:22].[Mg+2].[Cl-].[Cl-]>C(#N)C.O>[Cl:1][C:2]1[CH:7]=[CH:6][C:5]([C:8]([CH3:13])([CH3:12])[C:9]([CH:20]([C:21]([O:23][CH2:24][CH3:25])=[O:22])[C:19]([O:27][CH2:28][CH3:29])=[O:26])=[O:11])=[CH:4][C:3]=1[F:14] |f:3.4.5|. Reactants: ClC=1C=C(C=CC1C#N)N1N=C2C3=C(CC[C@@H]2[C@@H]1C1=CC=C(C=C1)F)C=C(C=C3)C(=O)O ((3R,3aR)-2-(3-chloro-4-cyanophenyl)-3-(4-fluorophenyl)-3,3a,4,5-tetrahydro-2H-benzo[g]indazole-7-carboxylic acid), Cl.CS(=O)(=O)CCN (2-(methylsulfonyl)ethanamine hydrochloride). Product: ClC=1C=C(C=CC1C#N)N1N=C2C3=C(CC[C@@H]2[C@@H]1C1=CC=C(C=C1)F)C=C(C=C3)C(=O)NCCS(=O)(=O)C ((3R,3aR)-2-(3-chloro-4-cyanophenyl)-3-(4-fluorophenyl)-N-(2-(methylsulfonyl)ethyl)-3,3a,4,5-tetrahydro-2H-benzo[g]indazole-7-carboxamide). As a reaction SMILES: [Cl:1][C:2]1[CH:3]=[C:4]([N:10]2[C@@H:18]([C:19]3[CH:24]=[CH:23][C:22]([F:25])=[CH:21][CH:20]=3)[C@@H:17]3[C:12]([C:13]4[CH:29]=[CH:28][C:27]([C:30]([OH:32])=O)=[CH:26][C:14]=4[CH2:15][CH2:16]3)=[N:11]2)[CH:5]=[CH:6][C:7]=1[C:8]#[N:9].Cl.[CH3:34][S:35]([CH2:38][CH2:39][NH2:40])(=[O:37])=[O:36]>>[Cl:1][C:2]1[CH:3]=[C:4]([N:10]2[C@@H:18]([C:19]3[CH:24]=[CH:23][C:22]([F:25])=[CH:21][CH:20]=3)[C@@H:17]3[C:12]([C:13]4[CH:29]=[CH:28][C:27]([C:30]([NH:40][CH2:39][CH2:38][S:35]([CH3:34])(=[O:37])=[O:36])=[O:32])=[CH:26][C:14]=4[CH2:15][CH2:16]3)=[N:11]2)[CH:5]=[CH:6][C:7]=1[C:8]#[N:9] |f:1.2|. Procedure: The title compound was prepared from (3R,3aR)-2-(3-chloro-4-cyanophenyl)-3-(4-fluorophenyl)-3,3a,4,5-tetrahydro-2H-benzo[g]indazole-7-carboxylic acid, Example 3, and 2-(methylsulfonyl)ethanamine hydrochloride according to Method F. 1H NMR (400 MHz, DMSO-d6) δ ppm 0.75-0.88 (m, 1H), 1.76-1.84 (m, 1H), 2.84-3.02 (m, 2H), 3.03 (s, 3H), 3.38 (t, J=6.85 Hz, 2H), 3.67 (q, J=6.62 Hz, 2H), 3.96 (ddd, J=13.43, 11.14, 4.97 Hz, 1H), 5.93 (d, J=11.01 Hz, 1H), 6.81-7.44 (m, 6H), 7.66 (d, J=8.86 Hz, 1H), 7.70... Reactants: CC1CN(S(C)(=O)=O)CCC1=O, NCc1ccccc1. Yields the product CC1CN(S(C)(=O)=O)CCC1NCc1ccccc1. Reaction SMILES: [CH3:1][S:2](=[O:3])(=[O:4])[N:5]1[CH2:6][CH:7]([CH3:12])[C:8](=[O:11])[CH2:9][CH2:10]1.[NH2:13][CH2:14][c:15]1[cH:16][cH:17][cH:18][cH:19][cH:20]1>>[CH3:1][S:2](=[O:3])(=[O:4])[N:5]1[CH2:6][CH:7]([CH3:12])[CH:8]([NH:13][CH2:14][c:15]2[cH:16][cH:17][cH:18][cH:19][cH:20]2)[CH2:9][CH2:10]1.